From a dataset of the Open Reaction Database (ORD), a public repository of structured organic reaction records. describe an organic reaction: reactants, conditions, products, and yield Reactants: FC1=C(C=O)C(=CC=C1)C(F)(F)F (2-fluoro-6-(trifluoromethyl)benzaldehyde), NC=1C=C2[C@H]3[C@@H](N4C2=C(C1)COCC4)CCN(C3)C(=O)OC(C)(C)C (tert-butyl (7bR,11aS)-6-amino-1,2,7b,10,11,11a-hexahydro-4H-[1,4]oxazepino[6,5,4-hi]pyrido[4,3-b]indole-9(8H)-carboxylate). Yields the product FC1=C(CNC=2C=C3[C@H]4[C@@H](N5C3=C(C2)COCC5)CCNC4)C(=CC=C1)C(F)(F)F ((7bR,11aS)-N-[2-fluoro-6-(trifluoromethyl)benzyl]-1,2,7b,8,9,10,11,11a-octahydro-4H-[1,4]oxazepino[6,5,4-hi]pyrido[4,3-b]indol-6-amine). As a reaction SMILES: [F:1][C:2]1[CH:9]=[CH:8][CH:7]=[C:6]([C:10]([F:13])([F:12])[F:11])[C:3]=1[CH:4]=O.[NH2:14][C:15]1[CH:16]=[C:17]2[C:21]3=[C:22]([CH2:24][O:25][CH2:26][CH2:27][N:20]3[C@H:19]3[CH2:28][CH2:29][N:30](C(OC(C)(C)C)=O)[CH2:31][C@@H:18]23)[CH:23]=1>>[F:1][C:2]1[CH:9]=[CH:8][CH:7]=[C:6]([C:10]([F:13])([F:12])[F:11])[C:3]=1[CH2:4][NH:14][C:15]1[CH:16]=[C:17]2[C:21]3=[C:22]([CH2:24][O:25][CH2:26][CH2:27][N:20]3[C@H:19]3[CH2:28][CH2:29][NH:30][CH2:31][C@@H:18]23)[CH:23]=1. Reported procedure: Using 2-fluoro-6-(trifluoromethyl)benzaldehyde and following the procedures described in EXAMPLE 126, tert-butyl (7bR,11aS)-6-amino-1,2,7b,10,11,11a-hexahydro-4H-[1,4]oxazepino[6,5,4-hi]pyrido[4,3-b]indole-9(8H)-carboxylate from EXAMPLE 56, Part B was converted into the title compound of EXAMPLE 127. 1H NMR(CDCl3) δ 7.42 (d, 1H, J=7.7 Hz), 7.33 (app q, 1H), 7.23 (d, 1H J=8.0 Hz), 6.45 (d, 1H, J=2.2 Hz), 6.26 (d, 1H, J=1.8 Hz), 4.52 (ABq, 2H, JAB=14.3 Hz), 4.33 (s, 2H), 4.12 (app d, 1H, J=12.4 Hz...